Dataset: the Open Reaction Database (ORD), a public repository of structured organic reaction records. Task: describe an organic reaction: reactants, conditions, products, and yield Starting materials: NC(COC1=NOC2=C1C=C(C=C2)Cl)C2=CC(=CC=C2)O (3-[2-amino-2-(3-hydroxyphenyl)ethoxy]-5-chloro-1,2-benzoisoxazole), CC(C)O (2-propanol), Cl (hydrogen chloride). Solvent: C(C)O (ethanol). Yields the product Cl.NC(COC1=NOC2=C1C=C(C=C2)Cl)C2=CC(=CC=C2)O (3-[2-amino-2-(3-hydroxyphenyl)ethoxy]-5-chloro-1,2-benzoisoxazole hydrochloride). Reaction SMILES: [NH2:1][CH:2]([C:15]1[CH:20]=[CH:19][CH:18]=[C:17]([OH:21])[CH:16]=1)[CH2:3][O:4][C:5]1[C:9]2[CH:10]=[C:11]([Cl:14])[CH:12]=[CH:13][C:8]=2[O:7][N:6]=1.CC(O)C.Cl>C(O)C>[ClH:14].[NH2:1][CH:2]([C:15]1[CH:20]=[CH:19][CH:18]=[C:17]([OH:21])[CH:16]=1)[CH2:3][O:4][C:5]1[C:9]2[CH:10]=[C:11]([Cl:14])[CH:12]=[CH:13][C:8]=2[O:7][N:6]=1 |f:4.5|. Procedure details: To a solution of 0.62 g of 3-[2-amino-2-(3-hydroxyphenyl)ethoxy]-5-chloro-1,2-benzoisoxazole in 15 ml of ethanol is added 1.5 ml of a 2-propanol solution (6.5M) of hydrogen chloride at room temperature, and thereafter, the crystals precipitated are collected by filtration and then dried to obtain 0.45 g of colorless, crystalline 3-[2-amino-2-(3-hydroxyphenyl)ethoxy]-5-chloro-1,2-benzoisoxazole hydrochloride having a melting point of 240.5°-243.4° C. The reactants are CCCCCC (hexane), [H-].C(C(C)C)[Al+]CC(C)C (diisobutyl aluminum hydride), N(C1=CC=CC=C1)C=1SC=C(N1)C=CC(=O)OCC (ethyl 3-(2-anilinothiazol-4-yl)acrylate), Cl (hydrochloric acid). The solvent is O1CCCC1 (tetrahydrofuran), CO (methanol). Run at temperature -50 celsius, time 2 hour. Product: N(C1=CC=CC=C1)C=1SC=C(N1)C=CCO (3-(2-anilinothiazol-4-yl)allyl alcohol). As a reaction SMILES: CCCCCC.[H-].C([Al+]CC(C)C)C(C)C.[NH:17]([C:24]1[S:25][CH:26]=[C:27]([CH:29]=[CH:30][C:31](OCC)=[O:32])[N:28]=1)[C:18]1[CH:23]=[CH:22][CH:21]=[CH:20][CH:19]=1.Cl>O1CCCC1.CO>[NH:17]([C:24]1[S:25][CH:26]=[C:27]([CH:29]=[CH:30][CH2:31][OH:32])[N:28]=1)[C:18]1[CH:19]=[CH:20][CH:21]=[CH:22][CH:23]=1 |f:1.2|. Procedure details: 58 ml of a 1M hexane solution of diisobutyl aluminum hydride was added dropwise at -60° C. to a solution of 4 g of ethyl 3-(2-anilinothiazol-4-yl)acrylate (prepared by the procedure described in Preparation 48) in 40 ml of tetrahydrofuran. The resulting mixture was stirred at -50° C. for 2 hours, then the excess of the reducing reagent was decomposed with 90% aqueous methanol. The mixture was then neutralized with 3N hydrochloric acid and extracted with ethyl acetate. After the extract was dried... The reactants are ClC1=NC=NC(=C1)Cl (4,6-dichloropyrimidine), N1C=NC=C1 (imidazole), C([O-])([O-])=O.[K+].[K+] (potassium carbonate). The solvent is CN(C)C=O (DMF), O (water). Yields the product ClC1=NC=NC(=C1)N1C=NC=C1 (4-Chloro-6-(1-imidazolyl)pyrimidine). Yield: 67.2%. RXN SMILES: Cl[C:2]1[CH:7]=[C:6]([Cl:8])[N:5]=[CH:4][N:3]=1.[NH:9]1[CH:13]=[CH:12][N:11]=[CH:10]1.C(=O)([O-])[O-].[K+].[K+]>CN(C=O)C.O>[Cl:8][C:6]1[CH:7]=[C:2]([N:9]2[CH:13]=[CH:12][N:11]=[CH:10]2)[N:3]=[CH:4][N:5]=1 |f:2.3.4|. Procedure: A mixture of 4,6-dichloropyrimidine (5 g, 33.56 mmol), imidazole (2.28 g, 33.56 mmol) and potassium carbonate (4.63 g, 33.56 mmol) in DMF (50 ml) is stirred at room temperature over night. The mixture is diluted with four volumes of water and extracted with dichloromethane. The organic extract is concentrated under reduced pressure and eluted through silica gel with a mixture of ethyl acetate and methanol (9:1). Evaporation of solvent and trituration of the residue with a mixture of diethyl ethe... Starting materials: ice, O=C1N(C(C2=CC=CC=C12)=O)C1CCC(CC1)(C(=O)OCC)C (ethyl 4-(1,3-dioxoisoindolin-2-yl)-1-methylcyclohexanecarboxylate), O.NN (hydrazine hydrate). The solvent is CCO (EtOH). Run at temperature 80 celsius. Product: NC1CCC(CC1)(C(=O)OCC)C (Ethyl 4-amino-1-methylcyclohexanecarboxylate). Isolated yield 102.3%. RXN SMILES: O=C1C2C(=CC=CC=2)C(=O)[N:3]1[CH:12]1[CH2:17][CH2:16][C:15]([CH3:23])([C:18]([O:20][CH2:21][CH3:22])=[O:19])[CH2:14][CH2:13]1.O.NN>CCO>[NH2:3][CH:12]1[CH2:13][CH2:14][C:15]([CH3:23])([C:18]([O:20][CH2:21][CH3:22])=[O:19])[CH2:16][CH2:17]1 |f:1.2|. Procedure details: To an ice-cold solution of ethyl 4-(1,3-dioxoisoindolin-2-yl)-1-methylcyclohexanecarboxylate (0.30 g, 0.95 mmol) in EtOH (20 mL) was added hydrazine hydrate (0.115 mL, 2.38 mmol) and the resulting mixture heated up to 80° C. for 2-3 h. After the completion of reaction (by TLC), solvent was evaporated under reduced pressure, water added (20 mL), extracted with EtOAc (3×50 mL) and the combined organics washed with brine, dried (Na2SO4), filtered and concentrated under reduced pressure to obtain th... Starting materials: BrC1=CC(=C(C(=C1)[N+](=O)[O-])N)OC (4-Bromo-2-methoxy-6-nitro-phenylamine). The reagents and catalysts are [Pt] (Pt/C). Solvent: CO.O (methanol water). The product is BrC1=CC(=C(C(=C1)N)N)OC (5-Bromo-3-methoxy-benzene-1,2-diamine). Yield: 85.3%. RXN SMILES: [Br:1][C:2]1[CH:7]=[C:6]([N+:8]([O-])=O)[C:5]([NH2:11])=[C:4]([O:12][CH3:13])[CH:3]=1>CO.O.[Pt]>[Br:1][C:2]1[CH:7]=[C:6]([NH2:8])[C:5]([NH2:11])=[C:4]([O:12][CH3:13])[CH:3]=1 |f:1.2|. Procedure: A solution of 2.0 g (8.1 mmol) 4-Bromo-2-methoxy-6-nitro-phenylamine [Zhou, Q-T., et al. Huaxue Xuebao 1980, 38(5), 507-10] in 50 ml methanol/water (2:1) is hydrogenated in the presence of 200 mg Pt/C (Engelhard 4709) at normal pressure for 3 h. Then the catalyst is filtered off and the filtrate is concentrated in vacuo to afford 1.5 g of the title compound as an oil. The reactants are OC1=CC(N(N=C1)C1OCCCC1)=O (5-Hydroxy-2-(tetrahydro-pyran-2-yl)-2H-pyridazin-3-one), potassium tert-butylate, C(C1=CC=CC=C1)Br (benzylbromide). Reagents/catalysts: [I-].C(CCC)[N+](CCCC)(CCCC)CCCC (tetra-butylammonium-iodide). The solvent is C1CCOC1 (THF), CCOC(=O)C (EtOAc), [OH-].[Na+] (sodium hydroxide). Conditions: time 8 hour. The product is C(C1=CC=CC=C1)OC1=CC(N(N=C1)C1OCCCC1)=O (5-Benzyloxy-2-(tetrahydro-pyran-2-yl)-2H-pyridazin-3-one). RXN SMILES: [OH:1][C:2]1[CH:7]=[N:6][N:5]([CH:8]2[CH2:13][CH2:12][CH2:11][CH2:10][O:9]2)[C:4](=[O:14])[CH:3]=1.[CH2:15](Br)[C:16]1[CH:21]=[CH:20][CH:19]=[CH:18][CH:17]=1>C1COCC1.[I-].C([N+](CCCC)(CCCC)CCCC)CCC.CCOC(C)=O.[OH-].[Na+]>[CH2:15]([O:1][C:2]1[CH:7]=[N:6][N:5]([CH:8]2[CH2:13][CH2:12][CH2:11][CH2:10][O:9]2)[C:4](=[O:14])[CH:3]=1)[C:16]1[CH:21]=[CH:20][CH:19]=[CH:18][CH:17]=1 |f:3.4,6.7|. Procedure: To 500 mg (2.55 mmol) 5-hydroxy-2-(tetrahydro-pyran-2-yl)-2H-pyridazin-3-one (preparation 5a) in THF is added at 0° C. subsequently 315 mg (2.80 mmol) potassium-tert-butylate, 47 mg (0.13 mmol) tetra-butylammonium-iodide and 0.45 mL (3.82 mmol) benzylbromide. The reaction mixture is stirred overnight at RT and is diluted with EtOAc and 1M aqueous sodium hydroxide solution. The organic phase is separated, washed with water and dried over MgSO4. After filtration, the solvent is evaporated and the ... Reactants: O=C1N2C=CC3=C(C2=C(C=C1C1=CC=CC=C1)C(=O)O)SC=C3 (7-oxo-8-phenyl-7H-thieno[2,3-a]quinolizine-10-carboxylic acid), CN1CCNCC1 (N-methylpiperazine), acid chloride, acid chloride, S(=O)(Cl)Cl (thionyl chloride), [Cl-].[Na+] (sodium chloride). The solvent is O (water), O1CCOCC1 (dioxane). The product is CN1CCN(CC1)C(=O)C=1C=C(C(N2C=CC3=C(C12)SC=C3)=O)C3=CC=CC=C3 (1-methyl-4-[(7-oxo-8-phenyl-7H-thieno[2,3-a]quinolizin-10-yl)carbonyl]piperazine). As a reaction SMILES: [O:1]=[C:2]1[C:11]([C:12]2[CH:17]=[CH:16][CH:15]=[CH:14][CH:13]=2)=[CH:10][C:9]([C:18]([OH:20])=O)=[C:8]2[N:3]1[CH:4]=[CH:5][C:6]1[CH:23]=[CH:22][S:21][C:7]=12.S(Cl)(Cl)=O.[CH3:28][N:29]1[CH2:34][CH2:33][NH:32][CH2:31][CH2:30]1.[Cl-].[Na+]>O1CCOCC1.O>[CH3:28][N:29]1[CH2:34][CH2:33][N:32]([C:18]([C:9]2[CH:10]=[C:11]([C:12]3[CH:13]=[CH:14][CH:15]=[CH:16][CH:17]=3)[C:2](=[O:1])[N:3]3[C:8]=2[C:7]2[S:21][CH:22]=[CH:23][C:6]=2[CH:5]=[CH:4]3)=[O:20])[CH2:31][CH2:30]1 |f:3.4|. Procedure: 1.93 g of 7-oxo-8-phenyl-7H-thieno[2,3-a]quinolizine-10-carboxylic acid were converted into the acid chloride with 2.65 ml of thionyl chloride as described. This acid chloride was taken up in 80 ml of dioxane, treated with 2.7 ml of N-methylpiperazine, and the mixture was then stirred at room temperature until the reaction was completed and poured into 200 ml of water. The aqueous phase was saturated with sodium chloride and extracted several times with ethyl acetate. The combined organic phases... The reactants are COc1nnc(-c2cc(C)c(O)c(C)c2)cc1-c1[nH]c2cc(CN3CCN(C)CC3)ccc2c1-c1ccccc1, C[Si](C)(C)Cl, CC#N, [I-], [K+]. Yields the product Cc1cc(-c2cc(-c3[nH]c4cc(CN5CCN(C)CC5)ccc4c3-c3ccccc3)c(=O)[nH]n2)cc(C)c1O. RXN SMILES: [CH3:1][O:2][c:3]1[c:4](-[c:18]2[nH:19][c:20]3[cH:21][c:22]([CH2:33][N:34]4[CH2:35][CH2:36][N:37]([CH3:40])[CH2:38][CH2:39]4)[cH:23][cH:24][c:25]3[c:26]2-[c:27]2[cH:28][cH:29][cH:30][cH:31][cH:32]2)[cH:5][c:6](-[c:9]2[cH:10][c:11]([CH3:17])[c:12]([OH:16])[c:13]([CH3:15])[cH:14]2)[n:7][n:8]1.[CH3:41][Si:42]([Cl:43])([CH3:44])[CH3:45].[CH3:48][C:49]#[N:50].[I-:47].[K+:46]>>[O:2]=[c:3]1[c:4](-[c:18]2[nH:19][c:20]3[cH:21][c:22]([CH2:33][N:34]4[CH2:35][CH2:36][N:37]([CH3:40])[CH2:38][CH2:39]4)[cH:23][cH:24][c:25]3[c:26]2-[c:27]2[cH:28][cH:29][cH:30][cH:31][cH:32]2)[cH:5][c:6](-[c:9]2[cH:10][c:11]([CH3:17])[c:12]([OH:16])[c:13]([CH3:15])[cH:14]2)[n:7][nH:8]1. Reactants: C(CCCCCCCCCCCCCCC)(=O)Cl (palmitoyl chloride), N(CCO)CCO (diethanolamine). Solvent: C(C)OCC (ethylether), CO (methanol), C(C)OCC (ethyl ether). Conditions: temperature 0 celsius. Yields the product OCCN(C(CCCCCCCCCCCCCCC)=O)CCO (N,N-BIS(2-HYDROXYETHYL)-PALMITAMIDE). Reaction SMILES: [C:1](Cl)(=[O:17])[CH2:2][CH2:3][CH2:4][CH2:5][CH2:6][CH2:7][CH2:8][CH2:9][CH2:10][CH2:11][CH2:12][CH2:13][CH2:14][CH2:15][CH3:16].[NH:19]([CH2:23][CH2:24][OH:25])[CH2:20][CH2:21][OH:22]>C(OCC)C.CO>[OH:22][CH2:21][CH2:20][N:19]([CH2:23][CH2:24][OH:25])[C:1](=[O:17])[CH2:2][CH2:3][CH2:4][CH2:5][CH2:6][CH2:7][CH2:8][CH2:9][CH2:10][CH2:11][CH2:12][CH2:13][CH2:14][CH2:15][CH3:16]. Procedure details: A solution of 2.75 g palmitoyl chloride (10 mmol) in 20 ml anhydrous ethylether is added drop by drop in 30 minutes to a solution of 2.2 g diethanolamine (21 mmol) in 50 ml methanol and 100 ml anhydrous ethyl ether under continuous stirring at 0° C. Starting materials: CC(=O)C (Acetone), CC(=C(C(=O)OC)N1C(C[C@H]1CC=C)=O)C (methyl 3-methyl-2-[(4R)-2-oxo-4-allylazetidin-1-yl]but-2-enoate), Cl (Hydrochloric acid). Solvent: O1CCCC1 (tetrahydrofuran), O1CCCC1 (tetrahydrofuran), C(C)(=O)OCC (ethyl acetate). Run at temperature -70 celsius, time 20 minute. Yields the product CC(=C(C(=O)OC)N1C([C@@H]([C@H]1CC=C)C(C)(C)O)=O)C (methyl 3-methyl-2-[(3S,4R)-3-(1hydroxy-1-methylethyl)-2-oxo-4-allylazetidin-1-yl]but-2-enoate). As a reaction SMILES: [CH3:1][C:2]([CH3:16])=[C:3]([N:8]1[C@H:11]([CH2:12][CH:13]=[CH2:14])[CH2:10][C:9]1=[O:15])[C:4]([O:6][CH3:7])=[O:5].[CH3:17][C:18]([CH3:20])=[O:19].Cl>O1CCCC1.C(OCC)(=O)C>[CH3:1][C:2]([CH3:16])=[C:3]([N:8]1[C@H:11]([CH2:12][CH:13]=[CH2:14])[C@@H:10]([C:18]([OH:19])([CH3:20])[CH3:17])[C:9]1=[O:15])[C:4]([O:6][CH3:7])=[O:5]. Reported procedure: 1.55M Butyl lithium-hexane solution (2.82 ml) was added to a solution of N-isopropylcyclohexylamino (0.72 ml) in tetrahydrofuran (6 ml) at -70° C., and the mixture was stirred for 20 minutes at -70° C. This mixture was added to a solution of methyl 3-methyl-2-[(4R)-2-oxo-4-allylazetidin-1-yl]but-2-enoate (247 mg) in tetrahydrofuran (6 ml) at -70° C. and the mixture was stirred for 1 hour at -70° C., and for 30 minutes at -30° C. Acetone (0.12 ml) was added to the reaction mixture at -70° C., and...